Task: describe an organic reaction: reactants, conditions, products, and yield. Dataset: the Open Reaction Database (ORD), a public repository of structured organic reaction records Starting materials: FC1=CC=C(C(=O)NC2CCNCC2)C=C1 (4-(4-fluorobenzoylamino)piperidine), N1=CC=CC=C1 (pyridine), ClC(=O)OC (methyl chloroformate), N,N-dimethylaminopyridine, O (water). The solvent is ClCCl (dichloromethane), C(C)(=O)OCC (ethyl acetate). Conditions: time 1 hour. Yields the product FC1=CC=C(C(=O)NC2CCN(CC2)C(=O)OC)C=C1 (4-(4-fluorobenzoylamino)-1-methoxycarbonylpiperidine). As a reaction SMILES: [F:1][C:2]1[CH:16]=[CH:15][C:5]([C:6]([NH:8][CH:9]2[CH2:14][CH2:13][NH:12][CH2:11][CH2:10]2)=[O:7])=[CH:4][CH:3]=1.N1C=CC=CC=1.Cl[C:24]([O:26][CH3:27])=[O:25].O>ClCCl.C(OCC)(=O)C>[F:1][C:2]1[CH:16]=[CH:15][C:5]([C:6]([NH:8][CH:9]2[CH2:14][CH2:13][N:12]([C:24]([O:26][CH3:27])=[O:25])[CH2:11][CH2:10]2)=[O:7])=[CH:4][CH:3]=1. Procedure details: To a solution of 4-(4-fluorobenzoylamino)piperidine (0.25 g) in dichloromethane (5 ml) were added in turn pyridine (0.14 ml) and methyl chloroformate (87 μl) at 0° C. The mixture was allowed to warm to ambient temperature and stirred for 1 hour. To the mixture was added N,N-dimethylaminopyridine (0.13 g) and allowed to stir for another 1 hour. The reaction mixture was taken up into a mixture of water and ethyl acetate. The separated organic layer was washed in turn with hydrochloric acid (1N), a... The reactants are FC(S(=O)(=O)OS(=O)(=O)C(F)(F)F)(F)F (trifluoromethanesulfonic anhydride), C(C)OC(C(C)O)=O (2-hydroxypropanoic acid ethyl ester), N1=CC=CC=C1 (pyridine). Solvent: ClCCl (dichloromethane), ClCCl (dichloromethane). Run at time 2 hour. The product is FC(S(=O)(=O)OC(C(=O)OCC)C)(F)F (ethyl 2-{[(trifluoromethyl)sulfonyl]oxy}propanoate). Yield: 87.9%. Reaction SMILES: [F:1][C:2]([F:15])([F:14])[S:3]([O:6]S(C(F)(F)F)(=O)=O)(=[O:5])=[O:4].[CH2:16]([O:18][C:19](=[O:23])[CH:20](O)[CH3:21])[CH3:17].N1C=CC=CC=1>ClCCl>[F:1][C:2]([F:15])([F:14])[S:3]([O:6][CH:20]([CH3:21])[C:19]([O:18][CH2:16][CH3:17])=[O:23])(=[O:5])=[O:4]. Procedure details: To a stirred solution of trifluoromethanesulfonic anhydride (30 mL, 170 mmol) in anhydrous dichloromethane (50 mL) was added drop-wise a solution of 2-hydroxypropanoic acid ethyl ester (20 g, 170 mmol) and pyridine (14 mL) in dichloromethane (50 mL) at 0° C. (Ice bath) over a period of 1 h under nitrogen. The ice bath was then removed and the reaction mixture was stirred for additional 2 h. The inorganic salt was then filtered off and the organic solution was washed with water, dried over sodium... The reactants are C1(=CC=CC=C1)C1=NOC(=C1C(F)(F)F)C1(C2C(=NO1)C1=CC=C(C=C1CC2)C=C)O (3-(3-phenyl-4-(trifluoromethyl)isoxazol-5-yl)-7-vinyl-3,3a,4,5-tetrahydronaphtho[1,2-c]isoxazol-3-ol), S(=O)(Cl)Cl (thionyl chloride), N1=CC=CC=C1 (Pyridine). The solvent is C1(=CC=CC=C1)C (toluene). Reaction conditions: temperature 90 celsius, time 15 minute. Product: C1(=CC=CC=C1)C1=NOC(=C1C(F)(F)F)C1=C2C(=NO1)C1=CC=C(C=C1CC2)C=C (3-(3-phenyl-4-(trifluoromethyl)isoxazol-5-yl)-7-vinyl-4,5-dihydronaphtho[1,2-c]isoxazole). The yield is 40.9%. RXN SMILES: [C:1]1([C:7]2[C:11]([C:12]([F:15])([F:14])[F:13])=[C:10]([C:16]3(O)[O:20][N:19]=[C:18]4[C:21]5[C:26]([CH2:27][CH2:28][CH:17]34)=[CH:25][C:24]([CH:29]=[CH2:30])=[CH:23][CH:22]=5)[O:9][N:8]=2)[CH:6]=[CH:5][CH:4]=[CH:3][CH:2]=1.S(Cl)(Cl)=O.N1C=CC=CC=1>C1(C)C=CC=CC=1>[C:1]1([C:7]2[C:11]([C:12]([F:13])([F:14])[F:15])=[C:10]([C:16]3[O:20][N:19]=[C:18]4[C:21]5[C:26]([CH2:27][CH2:28][C:17]=34)=[CH:25][C:24]([CH:29]=[CH2:30])=[CH:23][CH:22]=5)[O:9][N:8]=2)[CH:2]=[CH:3][CH:4]=[CH:5][CH:6]=1. Procedure details: The 3-(3-phenyl-4-(trifluoromethyl)isoxazol-5-yl)-7-vinyl-3,3a,4,5-tetrahydronaphtho[1,2-c]isoxazol-3-ol (5 g, 11.73 mmol) was mixed with thionyl chloride (1.712 mL, 23.45 mmol) and anhydrous toluene (80 mL). Pyridine (0.190 mL, 2.345 mmol) was then added dropwise. The mixture was stirred under nitrogen at room temperature for 30 min and 90° C. for 15 min. The mixture was concentrated under reduced pressure. The residue was partitioned between saturated aqueous sodium bicarbonate solution (50 mL... Starting materials: CS(=O)(=O)Cl, COc1cnc(N)c2c1C(=O)N(Cc1ccc(F)cc1)CC2, c1ccncc1. The product is COc1cnc(NS(C)(=O)=O)c2c1C(=O)N(Cc1ccc(F)cc1)CC2. As a reaction SMILES: [CH3:23][S:24]([Cl:25])(=[O:26])=[O:27].[NH2:1][c:2]1[c:3]2[c:8]([c:9]([O:12][CH3:13])[cH:10][n:11]1)[C:7](=[O:14])[N:6]([CH2:15][c:16]1[cH:17][cH:18][c:19]([F:22])[cH:20][cH:21]1)[CH2:5][CH2:4]2.[cH:28]1[cH:29][cH:30][n:31][cH:32][cH:33]1>>[NH:1]([c:2]1[c:3]2[c:8]([c:9]([O:12][CH3:13])[cH:10][n:11]1)[C:7](=[O:14])[N:6]([CH2:15][c:16]1[cH:17][cH:18][c:19]([F:22])[cH:20][cH:21]1)[CH2:5][CH2:4]2)[S:24]([CH3:23])(=[O:26])=[O:27]. Starting materials: C1(=C(C(=C(C(=C1F)F)F)N)F)N.Cl.Cl (dihydrochloride), C(C)(C)OCCNC1=CC=C(C=C1)[N+](=O)[O-] (N-(2-isopropoxyethyl)-4-nitro-1-aminobenzene). The reagents and catalysts are [Zn].[Cl-].[NH4+].O.C(C)O (zinc ammonium chloride water ethanol). The product is Cl.Cl.C(C)(C)OCCNC1=CC=C(C=C1)N (N-(2-isopropoxyethyl)benzene-1,4-diamine dihydrochloride). As a reaction SMILES: [CH:1]([O:4][CH2:5][CH2:6][NH:7][C:8]1[CH:13]=[CH:12][C:11]([N+:14]([O-])=O)=[CH:10][CH:9]=1)([CH3:3])[CH3:2].C1(N)C(F)=C(F)C(F)=C(N)C=1F.[ClH:29].Cl>[Zn].[Cl-].[NH4+].O.C(O)C>[ClH:29].[ClH:29].[CH:1]([O:4][CH2:5][CH2:6][NH:7][C:8]1[CH:9]=[CH:10][C:11]([NH2:14])=[CH:12][CH:13]=1)([CH3:3])[CH3:2] |f:1.2.3,4.5.6.7.8,9.10.11|. Reported procedure: The N-(2-isopropoxyethyl)-4-nitro-1-aminobenzene (7) obtained above was reduced with a boiling zinc/ammonium chloride/water/ethanol mixture. The corresponding amine was isolated in dihydrochloride form. The reactants are CN(CCC=C1C2=C(OCC3=C1C=CC=C3)C=CC(=C2)C(=O)OC)C (methyl 11-(3-dimethylaminopropylidene)-6,11-dihydrodibenz[b,e]oxepin-2-carboxylate), Cl (hydrochloric acid), CO (methanol), [OH-].[Na+] (sodium hydroxide). Run in O (water). Yields the product CN(CCC=C1C2=C(OCC3=C1C=CC=C3)C=CC(=C2)C(=O)O)C (11-(3-Dimethylaminopropylidene)-6,11-dihydrodibenz[b,e]oxepin-2-carboxylic acid). Yield: 99.9%. As a reaction SMILES: [CH3:1][N:2]([CH3:25])[CH2:3][CH2:4][CH:5]=[C:6]1[C:12]2[CH:13]=[CH:14][CH:15]=[CH:16][C:11]=2[CH2:10][O:9][C:8]2[CH:17]=[CH:18][C:19]([C:21]([O:23]C)=[O:22])=[CH:20][C:7]1=2.CO.[OH-].[Na+].Cl>O>[CH3:25][N:2]([CH3:1])[CH2:3][CH2:4][CH:5]=[C:6]1[C:12]2[CH:13]=[CH:14][CH:15]=[CH:16][C:11]=2[CH2:10][O:9][C:8]2[CH:17]=[CH:18][C:19]([C:21]([OH:23])=[O:22])=[CH:20][C:7]1=2 |f:2.3|. Procedure: In this example, 26.1 g of methyl 11-(3-dimethylaminopropylidene)-6,11-dihydrodibenz[b,e]oxepin-2-carboxylate is dissolved in a mixed solvent of 500 ml of methanol and 30 ml of water and 6.2 g of sodium hydroxide is added thereto. The mixture is heated at reflux for two hours. After allowing the mixture to stand for cooling, aqueous 4N-hydrochloric acid solution is added thereto to adjust the pH to 7 and the mixture is concentrated under reduced pressure. The concentrate is purified by column ch... Reactants: NC(=O)c1ccccc1C(=O)c1ccc(OC(=O)Cc2ccc(Br)cc2)c([N+](=O)[O-])c1, [CH3], ClCCl, NCc1ccccc1. RXN SMILES: [Br:1][c:2]1[cH:3][cH:4][c:5]([CH2:8][C:9]([O:11][c:10]2[cH:12][cH:13][c:14]([C:15]([c:16]3[cH:17][cH:18][cH:19][cH:20][c:21]3[C:22]([NH2:23])=[O:24])=[O:25])[cH:26][c:27]2[N+:28]([O-:29])=[O:30])=[O:31])[cH:6][cH:7]1.[CH3:32].[Cl:41][CH2:42][Cl:43].[NH2:33][CH2:34][c:35]1[cH:36][cH:37][cH:38][cH:39][cH:40]1>>[Br:1][c:2]1[cH:3][cH:4][c:5]([CH2:8][C:9](=[O:11])[NH:33][CH2:34][c:35]2[cH:36][cH:37][cH:38][cH:39][cH:40]2)[cH:6][cH:7]1. Product: O=C(Cc1ccc(Br)cc1)NCc1ccccc1.